describe an organic reaction: reactants, conditions, products, and yield From a dataset of the Open Reaction Database (ORD), a public repository of structured organic reaction records. Run at temperature 60 celsius. Run in CO (methanol). Yield: 28.9%. The reactants are CC1=C(C(=C2C(=N1)SC1=C2CCCC1)C1=CC=C(C=C1)C)C(C(=O)OC)OC(C)(C)C (methyl 2-[2-methyl-4-p-tolyl-5,6,7,8-tetrahydro[1]benzothieno[2,3-b]pyridin-3-yl]-2-tert-butoxyacetate), [OH-].[Na+] (sodium hydroxide). Reaction SMILES: [CH3:1][C:2]1[N:7]=[C:6]2[S:8][C:9]3[CH2:14][CH2:13][CH2:12][CH2:11][C:10]=3[C:5]2=[C:4]([C:15]2[CH:20]=[CH:19][C:18]([CH3:21])=[CH:17][CH:16]=2)[C:3]=1[CH:22]([O:27][C:28]([CH3:31])([CH3:30])[CH3:29])[C:23]([O:25]C)=[O:24].[OH-].[Na+]>CO>[CH3:1][C:2]1[N:7]=[C:6]2[S:8][C:9]3[CH2:14][CH2:13][CH2:12][CH2:11][C:10]=3[C:5]2=[C:4]([C:15]2[CH:20]=[CH:19][C:18]([CH3:21])=[CH:17][CH:16]=2)[C:3]=1[CH:22]([O:27][C:28]([CH3:31])([CH3:30])[CH3:29])[C:23]([OH:25])=[O:24] |f:1.2|. Yields the product CC1=C(C(=C2C(=N1)SC1=C2CCCC1)C1=CC=C(C=C1)C)C(C(=O)O)OC(C)(C)C (2-[2-Methyl-4-p-tolyl-5,6,7,8-tetrahydro[1]benzothieno[2,3-b]pyridin-3-yl]-2-tert-butoxyacetic acid). Procedure: To a solution of methyl 2-[2-methyl-4-p-tolyl-5,6,7,8-tetrahydro[1]benzothieno[2,3-b]pyridin-3-yl]-2-tert-butoxyacetate (0.043 g; 0.098 mmol) in methanol (1 mL) was added a solution of sodium hydroxide 10 N (0.100 mL; 1 mmol) and the mixture was heated to 60° C. for 18 h. The volatiles were removed under reduced pressure and the residue was dissolved in water, the mixture was then acidified by adding 1N HCl until a precipitate was formed. The solid was filtered, washed with water and dried under... Starting materials: BrC1=CC=C(C=C1)C1=C(C(=NO1)C)CC(=O)NC(C)C1=CC=CC=C1 (2-[5-(4-bromo-phenyl)-3-methyl-isoxazol-4-yl]-N-(1-phenyl-ethyl)-acetamide), C(C)OC(=O)C1(CC1)C1=CC=C(C=C1)B1OC(C(O1)(C)C)(C)C (1-[4-(4,4,5,5-tetramethyl-[1,3,2]dioxaborolan-2-yl)-phenyl]-cyclopropanecarboxylic acid ethyl ester). The product is C(C)OC(=O)C1(CC1)C1=CC=C(C=C1)C1=CC=C(C=C1)C1=C(C(=NO1)C)CC(NC(C)C1=CC=CC=C1)=O (1-(4′-{3-Methyl-4-[(1-phenyl-ethylcarbamoyl)-methyl]-isoxazol-5-yl}-biphenyl-4-yl)-cyclopropanecarboxylic acid ethyl ester). RXN SMILES: Br[C:2]1[CH:7]=[CH:6][C:5]([C:8]2[O:12][N:11]=[C:10]([CH3:13])[C:9]=2[CH2:14][C:15]([NH:17][CH:18]([C:20]2[CH:25]=[CH:24][CH:23]=[CH:22][CH:21]=2)[CH3:19])=[O:16])=[CH:4][CH:3]=1.[CH2:26]([O:28][C:29]([C:31]1([C:34]2[CH:39]=[CH:38][C:37](B3OC(C)(C)C(C)(C)O3)=[CH:36][CH:35]=2)[CH2:33][CH2:32]1)=[O:30])[CH3:27]>>[CH2:26]([O:28][C:29]([C:31]1([C:34]2[CH:39]=[CH:38][C:37]([C:2]3[CH:7]=[CH:6][C:5]([C:8]4[O:12][N:11]=[C:10]([CH3:13])[C:9]=4[CH2:14][C:15](=[O:16])[NH:17][CH:18]([C:20]4[CH:25]=[CH:24][CH:23]=[CH:22][CH:21]=4)[CH3:19])=[CH:4][CH:3]=3)=[CH:36][CH:35]=2)[CH2:32][CH2:33]1)=[O:30])[CH3:27]. Procedure details: Prepared according to the procedure described in Example 3, Step 5, using 2-[5-(4-bromo-phenyl)-3-methyl-isoxazol-4-yl]-N-(1-phenyl-ethyl)-acetamide and 1-[4-(4,4,5,5-tetramethyl-[1,3,2]dioxaborolan-2-yl)-phenyl]-cyclopropanecarboxylic acid ethyl ester.